From a dataset of the Open Reaction Database (ORD), a public repository of structured organic reaction records. describe an organic reaction: reactants, conditions, products, and yield The reactants are [N+](=O)([O-])C=1C=CC(=NC1)CCCCC(=O)O (5-(5-nitropyrid-2-yl)pentanoic acid). Reagents/catalysts: [Pd] (palladium on carbon). The solvent is C(C)O (ethanol). Reaction conditions: time 1 hour. The product is NC=1C=CC(=NC1)CCCCC(=O)O (5-(5-Aminopyrid-2-yl)pentanoic acid). As a reaction SMILES: [N+:1]([C:4]1[CH:5]=[CH:6][C:7]([CH2:10][CH2:11][CH2:12][CH2:13][C:14]([OH:16])=[O:15])=[N:8][CH:9]=1)([O-])=O>C(O)C.[Pd]>[NH2:1][C:4]1[CH:5]=[CH:6][C:7]([CH2:10][CH2:11][CH2:12][CH2:13][C:14]([OH:16])=[O:15])=[N:8][CH:9]=1. Procedure details: A solution of 5-(5-nitropyrid-2-yl)pentanoic acid (6.0 g) in ethanol (140 ml) containing 10% palladium on carbon (0.6 g) was shaken under an atmosphere of hydrogen at 3.4 atmospheres pressure for 1 hour. The catalyst was removed by filtration, the filtrate was evaporated to dryness and the residue was recrystallised from acetonitrile to give the title compound as a cream coloured solid (4.04 g). m.p. 80°-82° C. The reactants are ClCCl, O=S(=O)(c1ccccc1)N1OC1c1ccccc1, CSc1cc(-c2ccco2)nc(N)n1. Product: CS(=O)c1cc(-c2ccco2)nc(N)n1. Reaction SMILES: [Cl:33][CH2:34][Cl:35].[c:15]1([CH:16]2[N:17]([S:18]([c:19]3[cH:20][cH:21][cH:22][cH:24][cH:25]3)(=[O:26])=[O:27])[O:23]2)[cH:28][cH:29][cH:30][cH:31][cH:32]1.[o:1]1[c:2](-[c:6]2[n:7][c:8]([NH2:14])[n:9][c:10]([S:12][CH3:13])[cH:11]2)[cH:3][cH:4][cH:5]1>>[o:1]1[c:2](-[c:6]2[n:7][c:8]([NH2:14])[n:9][c:10]([S:12]([CH3:13])=[O:23])[cH:11]2)[cH:3][cH:4][cH:5]1.